describe an organic reaction: reactants, conditions, products, and yield From a dataset of the Open Reaction Database (ORD), a public repository of structured organic reaction records. Starting materials: CC(N)C(=O)OC(C)(C)C, CCN(C(C)C)C(C)C, C1COCCO1, CCOC(C)=O, CCOC(=O)C1=C(O)c2cc(Cl)ccc2C2(CCOCC2)C1=O, Cl. The product is CC(NC(=O)C1=C(O)c2cc(Cl)ccc2C2(CCOCC2)C1=O)C(=O)OC(C)(C)C. As a reaction SMILES: [C:34]([CH3:35])([CH3:36])([CH3:37])[O:38][C:39]([CH:40]([NH2:41])[CH3:42])=[O:43].[CH2:24]([N:25]([CH:26]([CH3:27])[CH3:28])[CH:29]([CH3:30])[CH3:31])[CH3:32].[CH2:44]1[O:45][CH2:46][CH2:47][O:48][CH2:49]1.[CH3:50][CH2:51][O:52][C:53]([CH3:54])=[O:55].[Cl:1][c:2]1[cH:3][c:4]2[c:9]([cH:10][cH:11]1)[C:8]1([C:7](=[O:17])[C:6]([C:18](=[O:19])[O:20][CH2:21][CH3:22])=[C:5]2[OH:23])[CH2:12][CH2:13][O:14][CH2:15][CH2:16]1.[ClH:33]>>[Cl:1][c:2]1[cH:3][c:4]2[c:9]([cH:10][cH:11]1)[C:8]1([C:7](=[O:17])[C:6]([C:18](=[O:19])[NH:41][CH:40]([C:39]([O:38][C:34]([CH3:35])([CH3:36])[CH3:37])=[O:43])[CH3:42])=[C:5]2[OH:23])[CH2:12][CH2:13][O:14][CH2:15][CH2:16]1. Reactants: F[B-](F)(F)F.O=[N+]=O (nitronium tetrafluoroborate), CC1(OC2=C(C(C1)C1=NC=CC=C1)C=CC=C2)C (3,4-dihydro-2,2-dimethyl-4-(2-pyridyl)-2H-1-benzopyran), O (water). The solvent is C(C)#N (acetonitrile). Yields the product CC1(OC2=C(C(C1)C1=NC=CC=C1)C=C(C=C2)[N+](=O)[O-])C (3,4-dihydro-2,2-dimethyl-6 -nitro-4-(2-pyridyl)-2H-1-benzopyran). The yield is 15.7%. RXN SMILES: [CH3:1][C:2]1([CH3:18])[CH2:7][CH:6]([C:8]2[CH:13]=[CH:12][CH:11]=[CH:10][N:9]=2)[C:5]2[CH:14]=[CH:15][CH:16]=[CH:17][C:4]=2[O:3]1.F[B-](F)(F)F.[O:24]=[N+:25]=[O:26].O>C(#N)C>[CH3:1][C:2]1([CH3:18])[CH2:7][CH:6]([C:8]2[CH:13]=[CH:12][CH:11]=[CH:10][N:9]=2)[C:5]2[CH:14]=[C:15]([N+:25]([O-:26])=[O:24])[CH:16]=[CH:17][C:4]=2[O:3]1 |f:1.2|. Reported procedure: 1.32 g of 3,4-dihydro-2,2-dimethyl-4-(2-pyridyl)-2H-1-benzopyran were dissolved in 20 ml of acetonitrile and 0.73 g of nitronium tetrafluoroborate was added at room temperature. After 1 hour the mixture was poured into water and extracted with ethyl acetate. The organic extract was washed with sodium chloride solution, dried over sodium sulphate and evaporated to give an oil. This oil was chromatographed on silica gel using ethyl acetate/petroleum ether (1:4) for the elution. 245 mg of 3,4-dihyd... The reactants are ice, COCOC1=CC=C(C(=O)NC2C(C3=CC=CC=C3C2)=O)C=C1 (2-(4-methoxymethoxybenzamido)-1-indanone), [BH4-].[Na+] (NaBH4). Solvent: CO (methanol). The product is COCOC1=CC=C(C(=O)N[C@H]2[C@@H](C3=CC=CC=C3C2)O)C=C1 (trans-2-(4-methoxymethoxybenzamido)-1-indanol). Yield: 59.4%. Reaction SMILES: [CH3:1][O:2][CH2:3][O:4][C:5]1[CH:23]=[CH:22][C:8]([C:9]([NH:11][CH:12]2[CH2:20][C:19]3[C:14](=[CH:15][CH:16]=[CH:17][CH:18]=3)[C:13]2=[O:21])=[O:10])=[CH:7][CH:6]=1.[BH4-].[Na+]>CO>[CH3:1][O:2][CH2:3][O:4][C:5]1[CH:23]=[CH:22][C:8]([C:9]([NH:11][C@@H:12]2[CH2:20][C:19]3[C:14](=[CH:15][CH:16]=[CH:17][CH:18]=3)[C@H:13]2[OH:21])=[O:10])=[CH:7][CH:6]=1 |f:1.2|. Procedure: To an ice-cooled solution/suspension of 2-(4-methoxymethoxybenzamido)-1-indanone (475 mg, 1.5 mmol) in methanol (100 mL) was added NaBH4 (13.9 mg, 3.75 mmol) portionwise. After reaction at rt for 15 min, volatiles were removed in vacuo and the residue triturated in MeOH to afford exclusively trans-2-(4-methoxymethoxybenzamido)-1-indanol as a white solid (279 mg). The mother liquid was chromatographed (silica gel, Hexane:EtOAc/7:1 to 1:1) to afford an additional 82 mg of the product (360 mg in to...